From a dataset of the Open Reaction Database (ORD), a public repository of structured organic reaction records. describe an organic reaction: reactants, conditions, products, and yield Reactants: Cl.C(C1=CC=CC=C1)(=O)O[C@@H]1CN(CC1)CC1=CC=CC=C1 ((S)-3-Benzoyloxy-N-benzyl-pyrrolidine hydrochloride). Reagents/catalysts: [Pd] (palladium on carbon). Solvent: CC(C)O (2-propanol). Reaction conditions: temperature 55 celsius, time 15 minute. Product: Cl.C(C1=CC=CC=C1)(=O)O[C@@H]1CNCC1 ((S)-3-Benzoyloxypyrrolidine hydrochloride). The yield is 86.7%. As a reaction SMILES: [ClH:1].[C:2]([O:10][C@H:11]1[CH2:15][CH2:14][N:13](CC2C=CC=CC=2)[CH2:12]1)(=[O:9])[C:3]1[CH:8]=[CH:7][CH:6]=[CH:5][CH:4]=1>CC(O)C.[Pd]>[ClH:1].[C:2]([O:10][C@H:11]1[CH2:15][CH2:14][NH:13][CH2:12]1)(=[O:9])[C:3]1[CH:4]=[CH:5][CH:6]=[CH:7][CH:8]=1 |f:0.1,4.5|. Procedure: A warm suspension of (S)-3-Benzoyloxy-N-benzyl-pyrrolidine hydrochloride (11.8 Kg, 37.0 mole) in 2-propanol (118 L) at 40° C. was hydrogenated over 10% palladium on carbon (2.35 Kg, 50% water wet) under 50 psig for 12 hours. Upon confirmation of reaction completion, the mixture was filtered over Celite and the latter was rinsed with additional 2-propanol (38 L). The combined filtrate and rise solutions were concentrated by atmospheric distillation (total volume of 35 L). At this stage, diisoprop... Starting materials: N[C@@H](CC1=CC(I)=C(C(I)=C1)OC1=CC(I)=C(C(I)=C1)O)C(=O)O (Thyroxine), Cl (hydrogen chloride), CO (methanol). The product is COC([C@@H](N)CC1=CC(I)=C(C(I)=C1)OC1=CC(I)=C(C(I)=C1)O)=O (Thyroxine Methyl Ester). RXN SMILES: [NH2:1][C@H:2]([C:22]([OH:24])=[O:23])[CH2:3][C:4]1[CH:11]=[C:9]([I:10])[C:8]([O:12][C:13]2[CH:20]=[C:18]([I:19])[C:17]([OH:21])=[C:15]([I:16])[CH:14]=2)=[C:6]([I:7])[CH:5]=1.Cl.[CH3:26]O>>[CH3:26][O:23][C:22](=[O:24])[C@H:2]([CH2:3][C:4]1[CH:5]=[C:6]([I:7])[C:8]([O:12][C:13]2[CH:14]=[C:15]([I:16])[C:17]([OH:21])=[C:18]([I:19])[CH:20]=2)=[C:9]([I:10])[CH:11]=1)[NH2:1]. Procedure: Thyroxine (20 g) was suspended in dry methanol (500 ml). The suspension was saturated with hydrogen chloride gas, cooled and saturated again. The crystals were collected, washed with methanol and ether, and then dried. The resulting thyroxine methyl ester hydrochloride crystals were added to 500 ml of methanol and an equimolar concentration of concentrated sodium hydroxide was added with stirring. Deionized distilled water (500 ml) was added to this solution. The solution was chilled to recrysta... Starting materials: CC1=C(CCl)CCOc2ccc(Br)cc21, CCO, NC(N)=S. The product is CC1=C(CSC(=N)N)CCOc2ccc(Br)cc21, Cl. Reaction SMILES: [Br:1][c:2]1[cH:3][c:4]2[c:5]([cH:14][cH:15]1)[O:6][CH2:7][CH2:8][C:9]([CH2:12][Cl:13])=[C:10]2[CH3:11].[CH3:20][CH2:21][OH:22].[NH2:16][C:17]([NH2:18])=[S:19]>>[Br:1][c:2]1[cH:3][c:4]2[c:5]([cH:14][cH:15]1)[O:6][CH2:7][CH2:8][C:9]([CH2:12][S:19][C:17](=[NH:16])[NH2:18])=[C:10]2[CH3:11].[ClH:13]. Reactants: CCOC(=O)CC(=O)c1cccs1, CC(C)O, NC(=O)C1=CN(C2OC(COP(=O)(O)OP(=O)(O)OCC3OC(n4cnc5c(N)ncnc54)C(O)C3O)C(O)C2O)C=CC1, NC(=O)C1=CN(C2OC(COP(=O)(O)OP(=O)(O)OCC3OC(n4cnc5c(N)ncnc54)C(OP(=O)(O)O)C3O)C(O)C2O)C=CC1, O=CC(O)C(O)C(O)C(O)CO. The product is CCOC(=O)CC(O)c1cccs1. Reaction SMILES: [CH2:13]([CH3:14])[O:15][C:16]([CH2:17][C:18]([c:19]1[s:20][cH:21][cH:22][cH:23]1)=[O:24])=[O:25].[CH3:118][CH:119]([OH:120])[CH3:121].[NH2:26][C:27]([C:28]1=[CH:68][N:32]([CH:33]2[CH:34]([OH:35])[CH:36]([OH:37])[CH:38]([CH2:39][O:40][P:41]([O:42][P:43]([O:44][CH2:45][CH:46]3[CH:47]([OH:48])[CH:49]([OH:50])[CH:51]([n:52]4[c:53]5[c:54]([c:55]([NH2:59])[n:56][cH:57][n:58]5)[n:60][cH:61]4)[O:62]3)(=[O:63])[OH:64])(=[O:65])[OH:66])[O:67]2)[CH:31]=[CH:30][CH2:29]1)=[O:69].[NH2:70][C:71]([C:72]1=[CH:116][N:76]([CH:77]2[CH:78]([OH:79])[CH:80]([OH:81])[CH:82]([CH2:83][O:84][P:85]([O:86][P:87]([O:88][CH2:89][CH:90]3[CH:91]([OH:92])[CH:93]([O:94][P:95](=[O:96])([OH:97])[OH:98])[CH:99]([n:100]4[c:101]5[c:102]([c:103]([NH2:107])[n:104][cH:105][n:106]5)[n:108][cH:109]4)[O:110]3)(=[O:111])[OH:112])(=[O:113])[OH:114])[O:115]2)[CH:75]=[CH:74][CH2:73]1)=[O:117].[O:1]=[CH:2][CH:3]([CH:4]([CH:5]([CH:6]([CH2:7][OH:8])[OH:9])[OH:10])[OH:11])[OH:12]>>[CH2:13]([CH3:14])[O:15][C:16]([CH2:17][CH:18]([c:19]1[s:20][cH:21][cH:22][cH:23]1)[OH:24])=[O:25]. The reactants are Cc1cc(C)c(-c2cc(SCCCC(=O)NCCNC(=O)OC(C)(C)C)nc(N)n2)cc1C(=O)OC(C)(C)C, CCN=C=NCCCN(C)C, COc1ccccc1, CCN(C(C)C)C(C)C, ClCCl, Cl, On1nnc2ccccc21, O=C(O)C(F)(F)F. Yields the product Cc1cc(C)c2cc1C(=O)NCCNC(=O)CCCSc1cc-2nc(N)n1. Reaction SMILES: [C:16]([O:17][C:18](=[O:19])[c:22]1[c:23]([CH3:53])[cH:24][c:25]([CH3:52])[c:26](-[c:28]2[n:29][c:30]([NH2:51])[n:31][c:32]([S:34][CH2:35][CH2:36][CH2:37][C:38]([NH:39][CH2:40][CH2:41][NH:42][C:43]([O:20][C:21]([CH3:45])([CH3:46])[CH3:47])=[O:44])=[O:50])[cH:33]2)[cH:27]1)([CH3:48])([CH3:49])[CH3:54].[CH2:75]([N:76]=[C:77]=[N:78][CH2:79][CH2:80][CH2:81][N:82]([CH3:83])[CH3:84])[CH3:85].[CH3:1][O:2][c:3]1[cH:4][cH:5][cH:6][cH:7][cH:8]1.[CH:65]([N:66]([CH:67]([CH3:68])[CH3:69])[CH2:70][CH3:71])([CH3:72])[CH3:73].[Cl:86][CH2:87][Cl:88].[ClH:74].[OH:55][n:56]1[c:57]2[cH:58][cH:59][cH:60][cH:61][c:62]2[n:63][n:64]1.[OH:9][C:10]([C:11]([F:12])([F:13])[F:14])=[O:15]>>[c:22]12[c:23]([CH3:53])[cH:24][c:25]([CH3:52])[c:26]([cH:27]1)-[c:28]1[n:29][c:30]([NH2:51])[n:31][c:32]([cH:33]1)[S:34][CH2:35][CH2:36][CH2:37][C:38](=[O:50])[NH:39][CH2:40][CH2:41][NH:42][C:43]2=[O:44]. Reactants: CC(=CBr)c1cccc(F)c1, CN1CCc2[nH]c3ccc(Cl)cc3c2CC1, [Cu]I, CN(C)C=O, O=C(O)C1CCCN1. The product is CC(=Cn1c2c(c3cc(Cl)ccc31)CCN(C)CC2)c1cccc(F)c1. As a reaction SMILES: [Br:17][CH:18]=[C:19]([CH3:20])[c:21]1[cH:22][c:23]([F:27])[cH:24][cH:25][cH:26]1.[Cl:1][c:2]1[cH:3][c:4]2[c:5]3[c:6]([nH:7][c:8]2[cH:9][cH:10]1)[CH2:11][CH2:12][N:13]([CH3:16])[CH2:14][CH2:15]3.[Cu:41][I:42].[O:36]=[CH:37][N:38]([CH3:39])[CH3:40].[OH:28][C:29]([CH:30]1[NH:31][CH2:32][CH2:33][CH2:34]1)=[O:35]>>[Cl:1][c:2]1[cH:3][c:4]2[c:5]3[c:6]([n:7]([CH:18]=[C:19]([CH3:20])[c:21]4[cH:22][c:23]([F:27])[cH:24][cH:25][cH:26]4)[c:8]2[cH:9][cH:10]1)[CH2:11][CH2:12][N:13]([CH3:16])[CH2:14][CH2:15]3. Reaction SMILES: [CH2:1]([S:3][C:4]1[CH:9]=[CH:8][CH:7]=[CH:6][C:5]=1[C:10]1[NH:19][C:18](=O)[C:17]2[C:12](=[CH:13][C:14]([C:21]([F:24])([F:23])[F:22])=[CH:15][CH:16]=2)[N:11]=1)[CH3:2].P(Br)(Br)([Br:27])=O.C(=O)(O)[O-].[Na+]>C(#N)C>[Br:27][C:18]1[C:17]2[C:12](=[CH:13][C:14]([C:21]([F:24])([F:23])[F:22])=[CH:15][CH:16]=2)[N:11]=[C:10]([C:5]2[CH:6]=[CH:7][CH:8]=[CH:9][C:4]=2[S:3][CH2:1][CH3:2])[N:19]=1 |f:2.3|. The solvent is C(C)#N (acetonitrile). Yields the product BrC1=NC(=NC2=CC(=CC=C12)C(F)(F)F)C1=C(C=CC=C1)SCC (4-bromo-2-(2-ethylsulfanylphenyl)-7-trifluoromethylquinazoline). Procedure details: A mixture of 500 mg of 2-(2-ethylsulfanylphenyl)-7-trifluoromethyl-3H-quinazolin-4-one, 615 mg of phosphorus oxybromide and 2 ml of acetonitrile was refluxed for 4 hours. A saturated aqueous sodium bicarbonate solution was added to the cooled reaction mixture, and the mixture was extracted with ethyl acetate. The organic layer was washed with water and dried over anhydrous magnesium sulfate, and then concentrated under reduced pressure. The resulting residue was applied to a silica gel column ch... Yield: 25.3%. Reactants: C(C)SC1=C(C=CC=C1)C1=NC2=CC(=CC=C2C(N1)=O)C(F)(F)F (2-(2-ethylsulfanylphenyl)-7-trifluoromethyl-3H-quinazolin-4-one), P(=O)(Br)(Br)Br (phosphorus oxybromide), C([O-])(O)=O.[Na+] (sodium bicarbonate). Reactants: [Al+3], CS(=O)(=O)c1cccc(C(=O)O)c1, [H-], [H-], [H-], [H-], [Li+], C1CCOC1, O. Product: CS(=O)(=O)c1cccc(CO)c1. As a reaction SMILES: [Al+3:15].[CH3:1][S:2](=[O:3])(=[O:4])[c:5]1[cH:6][c:7]([C:8](=[O:9])[OH:10])[cH:11][cH:12][cH:13]1.[H-:14].[H-:17].[H-:18].[H-:19].[Li+:16].[O:21]1[CH2:22][CH2:23][CH2:24][CH2:25]1.[OH2:20]>>[CH3:1][S:2](=[O:3])(=[O:4])[c:5]1[cH:6][c:7]([CH2:8][OH:9])[cH:11][cH:12][cH:13]1. Reactants: F[B-](F)(F)F.C[O+](C)C (Trimethyloxonium tetrafluoroborate), CC1=CC(=NC(=C1)C)C=C (4,6-dimethyl-2-vinylpyridine). The solvent is C(Cl)Cl (methylene chloride). Product: F[B-](F)(F)F.C[N+]1=C(C=C(C=C1C)C)C=C (1,4,6-Trimethyl-2-vinylpyridinium tetrafluoroborate). Reaction SMILES: [F:1][B-:2]([F:5])([F:4])[F:3].[CH3:6][O+](C)C.[CH3:10][C:11]1[CH:16]=[C:15]([CH3:17])[N:14]=[C:13]([CH:18]=[CH2:19])[CH:12]=1>C(Cl)Cl>[F:1][B-:2]([F:5])([F:4])[F:3].[CH3:6][N+:14]1[C:15]([CH3:17])=[CH:16][C:11]([CH3:10])=[CH:12][C:13]=1[CH:18]=[CH2:19] |f:0.1,4.5|. Procedure: Trimethyloxonium tetrafluoroborate (0.50 g; 3.76×10-3 mol) is added in one portion to a solution of 4,6-dimethyl-2-vinylpyridine (0.61 g; 4.13×10-3 mol) in 4.0 ml of methylene chloride under an inert atmosphere. The suspension is left to react for 2 h at 25° C. The suspension is filtered and the product is dried under vacuum. Yield=0.162 g (18%), white crystals. Procedure details: 4-Nitrobenzaldehyde (760 mg) and 3,4-dimethoxybenzyl cyanide (890 mg) were subjected to condensation in accordance with process B of (production process 2), to thereby produce the target product (1.31 g, yield: 85%). Isolated yield 84.1%. Starting materials: [N+](=O)([O-])C1=CC=C(C=O)C=C1 (4-Nitrobenzaldehyde), COC=1C=C(CC#N)C=CC1OC (3,4-dimethoxybenzyl cyanide). Product: COC=1C=C(C=CC1OC)/C(/C#N)=C/C1=CC=C(C=C1)[N+](=O)[O-] ((Z)-2-(3,4-dimethoxy-phenyl)-3-(4-nitro-phenyl)-acrylonitrile). RXN SMILES: [N+:1]([C:4]1[CH:11]=[CH:10][C:7]([CH:8]=O)=[CH:6][CH:5]=1)([O-:3])=[O:2].[CH3:12][O:13][C:14]1[CH:15]=[C:16]([CH:20]=[CH:21][C:22]=1[O:23][CH3:24])[CH2:17][C:18]#[N:19]>>[CH3:12][O:13][C:14]1[CH:15]=[C:16](/[C:17](=[CH:8]/[C:7]2[CH:10]=[CH:11][C:4]([N+:1]([O-:3])=[O:2])=[CH:5][CH:6]=2)/[C:18]#[N:19])[CH:20]=[CH:21][C:22]=1[O:23][CH3:24].